From a dataset of the Open Reaction Database (ORD), a public repository of structured organic reaction records. describe an organic reaction: reactants, conditions, products, and yield Starting materials: C=CCBr, [H-], O=C1NCCNc2c1cccc2[N+](=O)[O-], [Na+], CN(C)C=O. Product: C=CCN1CCNC(=O)c2cccc([N+](=O)[O-])c21. As a reaction SMILES: [CH2:18]([CH:19]=[CH2:20])[Br:21].[H-:17].[N+:1](=[O:2])([O-:3])[c:4]1[cH:5][cH:6][cH:7][c:8]2[c:9]1[NH:10][CH2:11][CH2:12][NH:13][C:14]2=[O:15].[Na+:16].[O:22]=[CH:23][N:24]([CH3:25])[CH3:26]>>[N+:1](=[O:2])([O-:3])[c:4]1[cH:5][cH:6][cH:7][c:8]2[c:9]1[N:10]([CH2:20][CH:19]=[CH2:18])[CH2:11][CH2:12][NH:13][C:14]2=[O:15]. Starting materials: C([O-])([O-])=O.[K+].[K+] (Potassium carbonate), O (water), B1(OB(OB(O1)C=C)C=C)C=C.C1=CC=NC=C1 (2,4,6-trivinylcyclotriboroxane-pyridine complex), BrC=1C=C2C=CC(=CC2=CC1)C(=O)OC (Methyl 6-bromo-2-naphthalene carboxylate). The reagents and catalysts are C=1C=CC(=CC1)[P](C=2C=CC=CC2)(C=3C=CC=CC3)[Pd]([P](C=4C=CC=CC4)(C=5C=CC=CC5)C=6C=CC=CC6)([P](C=7C=CC=CC7)(C=8C=CC=CC8)C=9C=CC=CC9)[P](C=1C=CC=CC1)(C=1C=CC=CC1)C=1C=CC=CC1 (tetrakis(triphenylphosphine)palladium). Run in C(OC)COC (dimethoxyethane). Run at time 30 minute. Yields the product C(=C)C1=CC2=CC=C(C=C2C=C1)C(=O)OC (methyl 2-vinyl-6-naphthalene carboxylate). Isolated yield 98.1%. Reaction SMILES: Br[C:2]1[CH:3]=[C:4]2[C:9](=[CH:10][CH:11]=1)[CH:8]=[C:7]([C:12]([O:14][CH3:15])=[O:13])[CH:6]=[CH:5]2.C(=O)([O-])[O-].[K+].[K+].O.B1(C=C)OB([CH:29]=[CH2:30])OB(C=C)O1.C1C=CN=CC=1>C(COC)OC.C1C=CC([P]([Pd]([P](C2C=CC=CC=2)(C2C=CC=CC=2)C2C=CC=CC=2)([P](C2C=CC=CC=2)(C2C=CC=CC=2)C2C=CC=CC=2)[P](C2C=CC=CC=2)(C2C=CC=CC=2)C2C=CC=CC=2)(C2C=CC=CC=2)C2C=CC=CC=2)=CC=1>[CH:29]([C:2]1[CH:11]=[CH:10][C:9]2[C:4](=[CH:5][CH:6]=[C:7]([C:12]([O:14][CH3:15])=[O:13])[CH:8]=2)[CH:3]=1)=[CH2:30] |f:1.2.3,5.6,^1:50,52,71,90|. Reported procedure: Methyl 6-bromo-2-naphthalene carboxylate (98 g) was dissolved in dimethoxyethane (2 1) and tetrakis(triphenylphosphine)palladium (44 g) was added in nitrogen atmosphere. The mixture was stirred for 30 minutes at room temperature. Potassium carbonate (52 g), water (1 1) and 2,4,6-trivinylcyclotriboroxane-pyridine complex (91 g) were added and the mixture was stirred for 24 hours while refluxing with heating. There action mixture was cooled to room temperature and treated with activated alumina to... Starting materials: COC=1C=C(C(=O)N(C2=C(C=C(C=C2)C)OCCCCCC(=O)N2CCN(CC2)C)C)C=CC1NC(=O)C1=CC=CC=2NC(=NC21)OC (3-methoxy-4-(2-methoxy-1H-benzimidazol-4-yl)carbonylamino-N-methyl-N-[4-methyl-2-[5-(4-methylpiperazin-1-yl)carbonylpent-1-yloxy]phenyl]benzamide). The solvent is Cl (hydrogen chloride), CO (methanol), O1CCOCC1 (1,4-dioxane), Cl (hydrogen chloride). Conditions: time 8 hour. Yields the product OC1=NC2=C(N1)C=CC=C2C(=O)NC2=C(C=C(C(=O)N(C1=C(C=C(C=C1)C)OCCCCCC(=O)N1CCN(CC1)C)C)C=C2)OC (4-(2-hydroxy-1H-benzimidazol-4-yl)carbonylamino-3-methoxy-N-methyl-N-[4-methyl-2-[5-(4-methylpiperazin-1-yl)carbonylpent-1-yloxy]phenyl]benzamide). Isolated yield 39.0%. Reaction SMILES: [CH3:1][O:2][C:3]1[CH:4]=[C:5]([CH:32]=[CH:33][C:34]=1[NH:35][C:36]([C:38]1[C:46]2[N:45]=[C:44]([O:47]C)[NH:43][C:42]=2[CH:41]=[CH:40][CH:39]=1)=[O:37])[C:6]([N:8]([CH3:31])[C:9]1[CH:14]=[CH:13][C:12]([CH3:15])=[CH:11][C:10]=1[O:16][CH2:17][CH2:18][CH2:19][CH2:20][CH2:21][C:22]([N:24]1[CH2:29][CH2:28][N:27]([CH3:30])[CH2:26][CH2:25]1)=[O:23])=[O:7]>Cl.CO.O1CCOCC1>[OH:47][C:44]1[NH:43][C:42]2[CH:41]=[CH:40][CH:39]=[C:38]([C:36]([NH:35][C:34]3[CH:33]=[CH:32][C:5]([C:6]([N:8]([CH3:31])[C:9]4[CH:14]=[CH:13][C:12]([CH3:15])=[CH:11][C:10]=4[O:16][CH2:17][CH2:18][CH2:19][CH2:20][CH2:21][C:22]([N:24]4[CH2:29][CH2:28][N:27]([CH3:30])[CH2:26][CH2:25]4)=[O:23])=[O:7])=[CH:4][C:3]=3[O:2][CH3:1])=[O:37])[C:46]=2[N:45]=1. Procedure: A solution of 3-methoxy-4-(2-methoxy-1H-benzimidazol-4-yl)carbonylamino-N-methyl-N-[4-methyl-2-[5-(4-methylpiperazin-1-yl)carbonylpent-1-yloxy]phenyl]benzamide (139 mg) in 10% hydrogen chloride in methanol (2 ml) was stirred at ambient temperature for 2 hours and 4N hydrogen chloride in 1,4-dioxane (2 ml) was added to the mixture. After being allowed to stand at ambient temperature overnight, the reaction mixture was concentrated in vacuo and the residue was diluted with a mixture of chloroform ... Starting materials: BrC1=CSC(=C1)C (3-bromo-5-methylthiophene), ClC(=O)OC (methyl chloroformate). The product is CC1=CC(=CS1)C(=O)OC (methyl 5-methylthiophene-3-carboxylate). As a reaction SMILES: Br[C:2]1[CH:6]=[C:5]([CH3:7])[S:4][CH:3]=1.Cl[C:9]([O:11][CH3:12])=[O:10]>>[CH3:7][C:5]1[S:4][CH:3]=[C:2]([C:9]([O:11][CH3:12])=[O:10])[CH:6]=1. Reported procedure: Alternatively, initial lithiation of 3-bromo-5-methylthiophene followed by capture with methyl chloroformate gives methyl 5-methylthiophene-3-carboxylate. Free-radical bromination of the methyl group provides 5-(bromomethyl)thiophene-3-carboxylic acid. ##STR46## The reactants are C1(=CC=CC=C1)NN (phenylhydrazine), C1(=CC=CC=C1)CC=O (phenylacetaldehyde), C([O-])([O-])=O.[Na+].[Na+] (sodium carbonate). The solvent is C(C)(=O)O (acetic acid). Yields the product C1(=CC=CC=C1)C1=CNC2=CC=CC=C12 (3-phenyl-1H-indole). The yield is 47.9%. RXN SMILES: [C:1]1([NH:7]N)[CH:6]=[CH:5][CH:4]=[CH:3][CH:2]=1.[C:9]1([CH2:15][CH:16]=O)[CH:14]=[CH:13][CH:12]=[CH:11][CH:10]=1.C(=O)([O-])[O-].[Na+].[Na+]>C(O)(=O)C>[C:9]1([C:15]2[C:6]3[C:1](=[CH:2][CH:3]=[CH:4][CH:5]=3)[NH:7][CH:16]=2)[CH:14]=[CH:13][CH:12]=[CH:11][CH:10]=1 |f:2.3.4|. Procedure details: A solution of phenylhydrazine (1 mL, 10.15 mmol) and phenylacetaldehyde (1.32 mL, 10.15 mmol) in acetic acid was refluxed for 6 hours under a nitrogen atmosphere. After cooling to room temperature, the reaction mixture was poured into a saturated aqueous solution of sodium carbonate (100 mL) at 0° C. After extraction with dichloromethane (2×30 mL), the organic layer was dried over sodium sulfate, filtered and evaporated to dryness. The residue was purified by flash chromatography on silica gel (... Starting materials: C[C@H]1OC2=C(C1)C=C(C=C2)C ((R)-2,5-dimethyl-2,3-dihydrobenzofuran), N(=O)[O-].[Na+] (NaNO2). The solvent is C(=O)(C(F)(F)F)O (TFA). Conditions: temperature 0 celsius, time 12 hour. Product: C[C@H]1OC2=C(C1)C=C(C=C2[N+](=O)[O-])C ((R)-2,5-dimethyl-7-nitro-2,3-dihydrobenzofuran). As a reaction SMILES: [CH3:1][C@@H:2]1[CH2:6][C:5]2[CH:7]=[C:8]([CH3:11])[CH:9]=[CH:10][C:4]=2[O:3]1.[N:12]([O-:14])=[O:13].[Na+]>C(O)(C(F)(F)F)=O>[CH3:1][C@@H:2]1[CH2:6][C:5]2[CH:7]=[C:8]([CH3:11])[CH:9]=[C:10]([N+:12]([O-:14])=[O:13])[C:4]=2[O:3]1 |f:1.2|. Procedure: A mixture of (R)-2,5-dimethyl-2,3-dihydrobenzofuran (3d) (2.0 g, 13 mmol) in TFA (40 mL) was cooled to 0° C., NaNO2 (1.7 g, 23 mmol) was added thereto. It was stirred at ambient temperature for 12 h. The mixture was concentrated, poured into water (50 mL), extracted with EtOAc (150 mL), washed with brine, dried and concentrated. The residue was purified by column chromatography on silica gel eluting with hexanes/EtOAc (20:1) to give the title compound (3e). Starting materials: carboxylic acid, C1(=CC=CC=C1)C(CNC[C@H](COC=1C=C(C=CC1)CC(=O)O)C)C1=CC=CC=C1 ((R)-2-(3-{3-[(2,2-diphenylethyl)amino]2-methyl-propoxy}-phenyl)acetic acid), ClC1=C(C=O)C=CC=C1C(F)(F)F (2-chloro-3-trifluoromethylbenzaldehyde), Cl.CCOCC (HCl Et2O), CC1=CC=CC(=N1)C=O (6-methyl-2-pyridinecarboxaldehyde), COC(C)=O (acetic acid methyl ester), amine carboxylic acid. Run in CCOCC (Et2O). Product: Cl.CC1=CC=CC(=N1)CN(C[C@H](COC=1C=C(C=CC1)CC(=O)O)C)CC(C1=CC=CC=C1)C1=CC=CC=C1 ((R)-2-(3-{3-[[6-Methyl-pyridin-2-ylmethyl](2,2-diphenylethyl)amino]-2-methyl-propoxy}-phenyl)acetic acid hydrochloride salt). Reaction SMILES: [C:1]1([CH:7]([C:25]2[CH:30]=[CH:29][CH:28]=[CH:27][CH:26]=2)[CH2:8][NH:9][CH2:10][C@@H:11]([CH3:24])[CH2:12][O:13][C:14]2[CH:15]=[C:16]([CH2:20][C:21]([OH:23])=[O:22])[CH:17]=[CH:18][CH:19]=2)[CH:6]=[CH:5][CH:4]=[CH:3][CH:2]=1.[CH3:31][C:32]1[N:37]=[C:36]([CH:38]=O)[CH:35]=[CH:34][CH:33]=1.COC(=O)C.[Cl:45]C1C(C(F)(F)F)=CC=CC=1C=O.Cl.CCOCC>CCOCC>[ClH:45].[CH3:38][C:36]1[N:37]=[C:32]([CH2:31][N:9]([CH2:8][CH:7]([C:1]2[CH:2]=[CH:3][CH:4]=[CH:5][CH:6]=2)[C:25]2[CH:26]=[CH:27][CH:28]=[CH:29][CH:30]=2)[CH2:10][C@@H:11]([CH3:24])[CH2:12][O:13][C:14]2[CH:15]=[C:16]([CH2:20][C:21]([OH:23])=[O:22])[CH:17]=[CH:18][CH:19]=2)[CH:33]=[CH:34][CH:35]=1 |f:4.5,7.8|. Reported procedure: Following the procedure of Example 7(d) except (R)-2-(3-{3-[(2,2-diphenylethyl)amino]2-methyl-propoxy}-phenyl)acetic acid and 6-methyl-2-pyridinecarboxaldehyde were used instead of (R)-2-(3-{3-(2,2-diphenylethyl)amino]-3-methyl-propoxy}phenyl)acetic acid methyl ester and 2-chloro-3-trifluoromethylbenzaldehyde in step (d) the corresponding carboxylic acid was obtained. The resulting amine/carboxylic acid was dissolved in Et2O (diethylether) and acidified with 1.0 M HCl/Et2O. The reaction mixture ... The reactants are OC1=CC=C(C=C1)C1=C(C=CC=C1)[N+](=O)[O-] (4′-hydroxy-2-nitrobiphenyl), COC(C1=C(C=CC=C1)CBr)=O (2-bromomethyl-benzoic acid methyl ester), COC(C1=C(C=CC=C1)CBr)=O (2-bromomethyl-benzoic acid methyl ester). Product: [N+](=O)([O-])C1=C(C=CC=C1)C1=CC=C(C=C1)OCC1=C(C(=O)O)C=CC=C1 (2-(2′-Nitro-biphenyl-4-yloxymethyl)-benzoic acid). RXN SMILES: [OH:1][C:2]1[CH:7]=[CH:6][C:5]([C:8]2[CH:13]=[CH:12][CH:11]=[CH:10][C:9]=2[N+:14]([O-:16])=[O:15])=[CH:4][CH:3]=1.C[O:18][C:19](=[O:28])[C:20]1[CH:25]=[CH:24][CH:23]=[CH:22][C:21]=1[CH2:26]Br>>[N+:14]([C:9]1[CH:10]=[CH:11][CH:12]=[CH:13][C:8]=1[C:5]1[CH:6]=[CH:7][C:2]([O:1][CH2:26][C:21]2[CH:22]=[CH:23][CH:24]=[CH:25][C:20]=2[C:19]([OH:28])=[O:18])=[CH:3][CH:4]=1)([O-:16])=[O:15]. Procedure details: 2-(2′-Nitro-biphenyl-4-yloxymethyl)-benzoic acid was prepared using general procedure A from 4′-hydroxy-2-nitrobiphenyl (available from TCI America Portland, Oreg.) and 2-bromomethyl-benzoic acid methyl ester (intermediate 1). Yield: 69 mg. Mass spectrum (ES) MH+=350. Starting materials: C(CC(=O)O)C(=O)O.C(CO)O (poly(ethylene succinate)). The reagents and catalysts are [O-2].[O-2].[Ti+4] (titanium dioxide). Run in CC(=O)C (acetone), cellulose propionate, CC(=O)C (acetone), CC(=O)C (acetone), CC(=O)C (acetone), ClCCl (dichloromethane), C=CCOC(=O)C1=CC=CC=C1C(=O)OCC=C (poly(diallyl phthalate)). Yields the product C=C (ethylene), C(=C)O (vinyl alcohol), ethylene vinyl acetate copolymer, C(C)(=O)OC=C (vinyl acetate). Reaction SMILES: [CH2:1]([C:6]([OH:8])=[O:7])[CH2:2]C(O)=O.[CH2:9](O)[CH2:10][OH:11]>ClCCl.C=CCOC(C1C(C(OCC=C)=O)=CC=CC=1)=O.CC(C)=O.[O-2].[O-2].[Ti+4]>[CH2:1]=[CH2:2].[CH:10]([OH:11])=[CH2:9].[C:6]([O:8][CH:9]=[CH2:10])(=[O:7])[CH3:1] |f:0.1,5.6.7|. Reported procedure: Illustrative examples of ink receiving layers of, for example, a thickness of from about 2 to about 25 microns, preferably for each side of the pigmented layer and in contact with the pigmented layer comprised of polymer resin bider and pigment, preferably an inorganic pigment such as titanium dioxide dispersed therein, include poly(ethylene succinate) (available from Scientific Polymer Products) in dichloromethane, poly(diallyl phthalate) (Scientific Polymer Products) in acetone, poly(diallylis... Reactants: [OH-].[Na+] (sodium hydroxide), FC(C=1C=C(CN(C2=NC=C(C=N2)OCCCC(=O)OCC)CC2=C(C=CC(=C2)C(F)(F)F)N(CC)C(CCC)=O)C=C(C1)C(F)(F)F)(F)F (Ethyl 4-(2-{(3,5-bis-trifluoromethyl-benzyl)-[2-(butyryl-ethyl-amino)-5-trifluoromethyl-benzyl]-amino}-pyrimidin-5-yloxy)-butyrate), C(C)(=O)OCC (ethyl acetate). The solvent is C(C)O (ethanol). Run at time 3 hour. The product is FC(C=1C=C(CN(C2=NC=C(C=N2)OCCCC(=O)O)CC2=C(C=CC(=C2)C(F)(F)F)N(CC)C(CCC)=O)C=C(C1)C(F)(F)F)(F)F (4-(2-{(3,5-bis-trifluoromethyl-benzyl)-[2-(butyryl-ethyl-amino)-5-trifluoromethyl-benzyl]-amino}-pyrimidin-5-yloxy)-butyric acid). Isolated yield 88.0%. As a reaction SMILES: [F:1][C:2]([F:50])([F:49])[C:3]1[CH:4]=[C:5]([CH:42]=[C:43]([C:45]([F:48])([F:47])[F:46])[CH:44]=1)[CH2:6][N:7]([CH2:23][C:24]1[CH:29]=[C:28]([C:30]([F:33])([F:32])[F:31])[CH:27]=[CH:26][C:25]=1[N:34]([C:37](=[O:41])[CH2:38][CH2:39][CH3:40])[CH2:35][CH3:36])[C:8]1[N:13]=[CH:12][C:11]([O:14][CH2:15][CH2:16][CH2:17][C:18]([O:20]CC)=[O:19])=[CH:10][N:9]=1.[OH-].[Na+].C(OCC)(=O)C>C(O)C>[F:50][C:2]([F:1])([F:49])[C:3]1[CH:4]=[C:5]([CH:42]=[C:43]([C:45]([F:46])([F:47])[F:48])[CH:44]=1)[CH2:6][N:7]([CH2:23][C:24]1[CH:29]=[C:28]([C:30]([F:33])([F:32])[F:31])[CH:27]=[CH:26][C:25]=1[N:34]([C:37](=[O:41])[CH2:38][CH2:39][CH3:40])[CH2:35][CH3:36])[C:8]1[N:9]=[CH:10][C:11]([O:14][CH2:15][CH2:16][CH2:17][C:18]([OH:20])=[O:19])=[CH:12][N:13]=1 |f:1.2|. Reported procedure: Ethyl 4-(2-{(3,5-bis-trifluoromethyl-benzyl)-[2-(butyryl-ethyl-amino)-5-trifluoromethyl-benzyl]-amino}-pyrimidin-5-yloxy)-butyrate (78 mg) is dissolved in ethanol (1 ml) and thereto is added a 2N-aqueous sodium hydroxide solution (162 μl) and the mixture is stirred at room temperature for 3 hours. Thereto are added ethyl acetate and a 1N-hydrochloric acid, and the mixture is separated, and the organic layer is washed with a saturated brine, dried over magnesium sulfate, and concentrated under re...